describe an organic reaction: reactants, conditions, products, and yield From a dataset of the Open Reaction Database (ORD), a public repository of structured organic reaction records. Isolated yield 62.1%. Reported procedure: (S)-3-(4-Bromo-phenyl)-2-{2-chloro-5-[(naphthalen-1-ylmethyl)-amino]-benzoylamino}-propionic acid methyl ester (264 mg) was prepared from (S)-2-(5-amino-2-chloro-benzoylamino)-3-(4-bromo-phenyl)-propionic acid methyl ester (316 mg, 0.77 mmol) and 1-naphthaldehyde (0.231 mL, 1.7 mmol) according to Procedure G, except for the following: the reaction was done in 15 mL DCE and 2 mL THF, two additional equiv. NaBH(OAc)3 were added after 2 h and an adapted work-up. After reaction completion, 100 mL of... The reactants are C(Cl)Cl (DCM), COC([C@H](CC1=CC=C(C=C1)Br)NC(C1=C(C=CC(=C1)N)Cl)=O)=O ((S)-2-(5-amino-2-chloro-benzoylamino)-3-(4-bromo-phenyl)-propionic acid methyl ester), C1(=CC=CC2=CC=CC=C12)C=O (1-naphthaldehyde), [BH-](OC(=O)C)(OC(=O)C)OC(=O)C.[Na+] (NaBH(OAc)3). The solvent is C1CCOC1 (THF), ClCCCl (DCE). Reaction SMILES: [CH3:1][O:2][C:3](=[O:24])[C@@H:4]([NH:13][C:14](=[O:23])[C:15]1[CH:20]=[C:19]([NH2:21])[CH:18]=[CH:17][C:16]=1[Cl:22])[CH2:5][C:6]1[CH:11]=[CH:10][C:9]([Br:12])=[CH:8][CH:7]=1.[C:25]1([CH:35]=O)[C:34]2[C:29](=[CH:30][CH:31]=[CH:32][CH:33]=2)[CH:28]=[CH:27][CH:26]=1.[BH-](OC(C)=O)(OC(C)=O)OC(C)=O.[Na+].C(Cl)Cl>ClCCCl.C1COCC1>[CH3:1][O:2][C:3](=[O:24])[C@@H:4]([NH:13][C:14](=[O:23])[C:15]1[CH:20]=[C:19]([NH:21][CH2:35][C:25]2[C:34]3[C:29](=[CH:30][CH:31]=[CH:32][CH:33]=3)[CH:28]=[CH:27][CH:26]=2)[CH:18]=[CH:17][C:16]=1[Cl:22])[CH2:5][C:6]1[CH:7]=[CH:8][C:9]([Br:12])=[CH:10][CH:11]=1 |f:2.3|. Product: COC([C@H](CC1=CC=C(C=C1)Br)NC(C1=C(C=CC(=C1)NCC1=CC=CC2=CC=CC=C12)Cl)=O)=O ((S)-3-(4-Bromo-phenyl)-2-{2-chloro-5-[(naphthalen-1-ylmethyl)-amino]-benzoylamino}-propionic acid methyl ester). RXN SMILES: [CH3:17][N:18]1[CH2:19][CH2:20][NH:21][CH2:22][CH2:23]1.[CH3:24][CH2:25][OH:26].[nH:1]1[c:2]([CH:6]=[C:7]2[C:8](=[O:16])[NH:9][c:10]3[cH:11][cH:12][cH:13][cH:14][c:15]32)[cH:3][cH:4][cH:5]1>>[nH:1]1[c:2]([CH:6]=[C:7]2[C:8](=[O:16])[N:9]([CH2:24][N:21]3[CH2:20][CH2:19][N:18]([CH3:17])[CH2:23][CH2:22]3)[c:10]3[cH:11][cH:12][cH:13][cH:14][c:15]32)[cH:3][cH:4][cH:5]1. The product is CN1CCN(CN2C(=O)C(=Cc3ccc[nH]3)c3ccccc32)CC1. Starting materials: CN1CCNCC1, CCO, O=C1Nc2ccccc2C1=Cc1ccc[nH]1. RXN SMILES: I/[CH:2]=[CH:3]/[C@@H:4]([O:11][Si:12]([C:15]([CH3:18])([CH3:17])[CH3:16])([CH3:14])[CH3:13])[CH:5]1[CH2:10][CH2:9][CH2:8][CH2:7][CH2:6]1.C([Li])(C)(C)C.C(N([CH2:29][C:30]1[C:31](=[O:43])[CH2:32][C@@H:33]([O:35][Si:36]([C:39]([CH3:42])([CH3:41])[CH3:40])([CH3:38])[CH3:37])[CH:34]=1)CC)C.CCCCCC>CCOCC>[CH2:29]=[C:30]1[C@@H:34](/[CH:2]=[CH:3]/[C@@H:4]([O:11][Si:12]([C:15]([CH3:18])([CH3:17])[CH3:16])([CH3:14])[CH3:13])[CH:5]2[CH2:10][CH2:9][CH2:8][CH2:7][CH2:6]2)[C@H:33]([O:35][Si:36]([C:39]([CH3:41])([CH3:40])[CH3:42])([CH3:37])[CH3:38])[CH2:32][C:31]1=[O:43]. Reaction conditions: temperature 0 celsius. Run in CCOCC (ether). Starting materials: C(C)N(CC)CC=1C(C[C@H](C1)O[Si](C)(C)C(C)(C)C)=O ((4R)-2-(N,N-diethylamino)methyl-4-(tert-butyldimethylsiloxy)cyclopent-2-en-1-one), I\C=C\[C@H](C1CCCCC1)O[Si](C)(C)C(C)(C)C ((1E,3S)-1-Iodo-3-(tert-butyldimethylsiloxy)-3-cyclohexyl-1-propene), C(C)(C)(C)[Li] (tert-butyl lithium), lithium 2-thienylcyanocuprate, CCCCCC (hexane). The product is C=C1C(C[C@H]([C@@H]1\C=C\[C@H](C1CCCCC1)O[Si](C)(C)C(C)(C)C)O[Si](C)(C)C(C)(C)C)=O ((3R, 4R)-2-methylene-3-[(1E,3S)-3-(tert-butyldimethylsiloxy)-3-cyclohexyl-1-propenyl]-4-(tert-butyldimethylsiloxy)cyclopentan-1-one). Procedure: (1E,3S)-1-Iodo-3-(tert-butyldimethylsiloxy)-3-cyclohexyl-1-propene (2.66 g) was dissolved in ether (28 ml), tert-butyl lithium (1.7 M, pentane solution, 8.24 ml) was added at −78° C. After stirring at the same temperature for an hour, lithium 2-thienylcyanocuprate (0.25 M, tetrahydrofuran solution, 39.2 ml) was added, followed by stirring at the same temperature for 20 minutes, and (4R)-2-(N,N-diethylamino)methyl-4-(tert-butyldimethylsiloxy)cyclopent-2-en-1-one (0.25 M, ether solution, 28 ml) wa... Reactants: BrC1=CC=C(C=N1)O[C@H]1C(NCC1)=O ((R)-3-(6-bromo-pyridin-3-yloxy)-pyrrolidin-2-one), C[S-].[Na+] (sodium methanethiolate), CN(C)C=O (DMF), O (water). Solvent: CC(OCC)=O (EA). Conditions: temperature 100 celsius. Product: CSC1=CC=C(C=N1)O[C@H]1C(NCC1)=O ((R)-3-(6-Methylsulfanyl-pyridin-3-yloxy)-pyrrolidin-2-one). RXN SMILES: Br[C:2]1[N:7]=[CH:6][C:5]([O:8][C@@H:9]2[CH2:13][CH2:12][NH:11][C:10]2=[O:14])=[CH:4][CH:3]=1.[CH3:15][S-:16].[Na+].CN(C=O)C.O>CC(=O)OCC>[CH3:15][S:16][C:2]1[N:7]=[CH:6][C:5]([O:8][C@@H:9]2[CH2:13][CH2:12][NH:11][C:10]2=[O:14])=[CH:4][CH:3]=1 |f:1.2|. Procedure: A mixture of (R)-3-(6-bromo-pyridin-3-yloxy)-pyrrolidin-2-one (0.8 g), sodium methanethiolate (327 mg) and DMF (15 mL) was heated to 100° C. for 15 minutes. After the mixture reached room temperature, it was distributed between water and EA. The organic phase was dried (Na2SO4) and concentrated. The residue was purified by preparative HPLC to provide the title compound. MS ESI+: m/z=225 [M+H]+. Reactants: CC(C(=O)OCC)CCCC (racemic ethyl 2-methylhexanoate), C(CCC)[Li] (n-Butyllithium), CP(OC)(OC)=O (dimethyl methylphosphonate), O1CCCC1 (THF), O1CCCC1 (tetrahydrofuran). Solvent: C(C)(=O)O (acetic acid). Yields the product O=C(CP(OC)(OC)=O)C(CCCC)C (Dimethyl 2-Oxo-3-methylheptylphosphonate). Reaction SMILES: C([Li])CCC.[CH3:6][P:7](=[O:12])([O:10][CH3:11])[O:8][CH3:9].O1CCCC1.[CH3:18][CH:19]([CH2:25][CH2:26][CH2:27][CH3:28])[C:20](OCC)=[O:21]>C(O)(=O)C>[O:21]=[C:20]([CH:19]([CH3:18])[CH2:25][CH2:26][CH2:27][CH3:28])[CH2:6][P:7](=[O:12])([O:10][CH3:11])[O:8][CH3:9]. Procedure: n-Butyllithium (150 ml.) is added slowly to a solution of dimethyl methylphosphonate (25.6 g.) in 475 ml. of tetrahydrofuran (THF) at about -65° C. To the mixture is added a solution of racemic ethyl 2-methylhexanoate (18.4 g.) in 50 ml. of THF, and the resulting mixture is stirred at -70° C. for 2 hrs. Then, 16 ml. of acetic acid is added, and the mixture is concentrated under reduced pressure. The residue is mixed with dichloromethane (about 400 ml.) and water (about 50 ml.), shaken, and separ... Starting materials: CSC1(S(C)=O)CC(OCc2ccccc2)C1, CCOCC, [O-][Cl+3]([O-])([O-])O, [Mg+2], [Na+], O=C([O-])O, O=S(=O)([O-])[O-]. Yields the product O=C1CC(OCc2ccccc2)C1. Reaction SMILES: [CH3:1][S:2]([C:4]1([S:3][CH3:16])[CH2:5][CH:6]([O:8][CH2:9][c:10]2[cH:11][cH:12][cH:13][cH:14][cH:15]2)[CH2:7]1)=[O:17].[CH3:34][CH2:35][O:36][CH2:37][CH3:38].[Cl+3:18]([O-:19])([OH:20])([O-:21])[O-:22].[Mg+2:28].[Na+:27].[O-:23][C:24]([OH:25])=[O:26].[O-:29][S:30]([O-:31])(=[O:32])=[O:33]>>[C:4]1(=[O:19])[CH2:5][CH:6]([O:8][CH2:9][c:10]2[cH:11][cH:12][cH:13][cH:14][cH:15]2)[CH2:7]1.